Dataset: the Open Reaction Database (ORD), a public repository of structured organic reaction records. Task: describe an organic reaction: reactants, conditions, products, and yield Starting materials: N1=C(C=CC=C1)C1=CC=C(C=C1)C=1OC2=C(N1)C=CC=C2C(=O)N (2-(4-(Pyridin-2-yl)phenyl)benzo[d]oxazole-7-carboxamide), [H][H] (hydrogen). The reagents and catalysts are O.[Pt](=O)=O (platinum (IV) oxide monohydrate). Run in CO (methanol). Product: N1C(CCCC1)C1=CC=C(C=C1)C=1OC2=C(N1)C=CC=C2C(=O)N (2-(4-(piperidin-2-yl)phenyl)benzo[d]oxazole-7-carboxamide). Yield: 7.3%. As a reaction SMILES: [N:1]1[CH:6]=[CH:5][CH:4]=[CH:3][C:2]=1[C:7]1[CH:12]=[CH:11][C:10]([C:13]2[O:14][C:15]3[C:21]([C:22]([NH2:24])=[O:23])=[CH:20][CH:19]=[CH:18][C:16]=3[N:17]=2)=[CH:9][CH:8]=1.[H][H]>CO.O.[Pt](=O)=O>[NH:1]1[CH2:6][CH2:5][CH2:4][CH2:3][CH:2]1[C:7]1[CH:12]=[CH:11][C:10]([C:13]2[O:14][C:15]3[C:21]([C:22]([NH2:24])=[O:23])=[CH:20][CH:19]=[CH:18][C:16]=3[N:17]=2)=[CH:9][CH:8]=1 |f:3.4|. Reported procedure: 2-(4-(Pyridin-2-yl)phenyl)benzo[d]oxazole-7-carboxamide (100 mg, 0.3 mmol) and platinum (IV) oxide monohydrate (55 mg) in methanol (20 mL) was purged with 20 atm of hydrogen at 50° C. for 24 h. Then the mixture was filtered and adjusted to pH=9. The solvent was removed in vacuum. The crude was purified by pre-HPLC. 7 mg of 2-(4-(piperidin-2-yl)phenyl)benzo[d]oxazole-7-carboxamide was obtained. Yield: 7%. 1H-NMR (400 MHz, DMSO-d6) δ 1.23 (s, 1H), 1.56-1.70 (m, 4H), 1.87 (brs, 2H), 2.88-2.91 (m, 1... Reactants: COc1cc(Br)c(OC)c(CCl)c1, [C-]#N, CS(C)=O, [K+], O. Product: COc1cc(Br)c(OC)c(CC#N)c1. RXN SMILES: [Br:1][c:2]1[c:3]([O:12][CH3:13])[c:4]([CH2:10][Cl:11])[cH:5][c:6]([O:8][CH3:9])[cH:7]1.[C-:14]#[N:15].[CH3:18][S:19]([CH3:20])=[O:21].[K+:16].[OH2:17]>>[Br:1][c:2]1[c:3]([O:12][CH3:13])[c:4]([CH2:10][C:14]#[N:15])[cH:5][c:6]([O:8][CH3:9])[cH:7]1. Reactants: O=C1NCCC1C(=O)OC(C)(C)C (tert-butyl 2-oxopyrrolidine-3-carboxylate), COC=1C=CC(=CC1)P2(=S)SP(=S)(S2)C=3C=CC(=CC3)OC (Lawesson's reagent). Run in C1=CC=CC=C1 (benzene). Run at time 1 hour. Yields the product S=C1NCCC1C(=O)OC(C)(C)C (tert-Butyl 2-Thioxopyrrolidine-3-carboxylate). Isolated yield 111.6%. RXN SMILES: O=[C:2]1[CH:6]([C:7]([O:9][C:10]([CH3:13])([CH3:12])[CH3:11])=[O:8])[CH2:5][CH2:4][NH:3]1.COC1C=CC(P2(SP(C3C=CC(OC)=CC=3)(=S)S2)=[S:23])=CC=1>C1C=CC=CC=1>[S:23]=[C:2]1[CH:6]([C:7]([O:9][C:10]([CH3:13])([CH3:12])[CH3:11])=[O:8])[CH2:5][CH2:4][NH:3]1. Reported procedure: 1.7 g of tert-butyl 2-oxopyrrolidine-3-carboxylate and 1.8 g of Lawesson's reagent were added to 20 ml of benzene and stirred at 50° to 60° C. for 1 hour. After filtering the insoluble matters the solvent was distilled off and the obtained residue was purified by silica gel chromatography to thereby give 1.0 g of the title compound. Procedure details: To a mixture of 2-fluoro-4-nitrotoluene (1.0 g, 6.4 mmol, Aldrich) and Na2Cr2O7 (2.74 g, 8.4 mmol) in 13.7 ml of HOAC was added slowly 6.83 ml of H2SO4. This mixture was slowly heated to 90° C. for 1 hour to give a greenish heterogeneous solution. The mixture was cooled to room temperature and diluted with ethyl acetate. The pH of the solution was adjusted to 4 with aqueous NaOH. The mixture was extracted with more ethyl acetate. The combined organic layers were washed with NaHCO3 (sat.), then b... Reaction SMILES: [F:1][C:2]1[CH:7]=[C:6]([N+:8]([O-:10])=[O:9])[CH:5]=[CH:4]C=1C.OS(O)(=O)=O.[OH-].[Na+].[C:19]([O:22][CH2:23][CH3:24])(=[O:21])[CH3:20]>>[F:1][C:2]1[CH:7]=[C:6]([N+:8]([O-:10])=[O:9])[CH:5]=[CH:4][C:20]=1[C:19]([O:22][CH2:23][CH3:24])=[O:21] |f:2.3|. Reaction conditions: temperature 90 celsius, time 2 hour. Yields the product FC1=C(C(=O)OCC)C=CC(=C1)[N+](=O)[O-] (Ethyl 2fluoro-4-nitrobenzoate). Reactants: [OH-].[Na+] (NaOH), FC1=C(C=CC(=C1)[N+](=O)[O-])C (2-fluoro-4-nitrotoluene), Na2Cr2O7, C(C)(=O)OCC (ethyl acetate), OS(=O)(=O)O (H2SO4). Starting materials: C(C)(C)(C)OC(=O)N[C@H](C(=O)N[C@H](C(=O)O)CC1=CC(=C(C=C1)OCC(=O)OC)C(=O)OC)CC1=CC=CC=C1 ((2S)-2-({(2S)-2-[(tert-butoxycarbonyl)amino]-3-phenylpropanoyl}amino)-3-[3-(methoxycarbonyl)-4-(2-methoxy-2-oxoethoxy)phenyl]propanoic acid), NCCC1=NC=CC=C1 (2-(2-aminoethyl)pyridine). The product is C(C)(C)(C)OC(=O)N[C@H](C(=O)N[C@@H](CC=1C=CC(=C(C(=O)O)C1)OCC(=O)O)C(NCCC1=NC=CC=C1)=O)CC1=CC=CC=C1 (5-((2S)-2-({(2S)-2-[(tert-Butoxycarbonyl)amino]-3-phenylpropanoyl}amino)-3-oxo-3-{[2-(2-pyridinyl)ethyl]amino}propyl)-2-(carboxymethoxy)benzoic Acid). Reaction SMILES: [C:1]([O:5][C:6]([NH:8][C@@H:9]([CH2:34][C:35]1[CH:40]=[CH:39][CH:38]=[CH:37][CH:36]=1)[C:10]([NH:12][C@@H:13]([CH2:17][C:18]1[CH:23]=[CH:22][C:21]([O:24][CH2:25][C:26]([O:28]C)=[O:27])=[C:20]([C:30]([O:32]C)=[O:31])[CH:19]=1)[C:14](O)=[O:15])=[O:11])=[O:7])([CH3:4])([CH3:3])[CH3:2].[NH2:41][CH2:42][CH2:43][C:44]1[CH:49]=[CH:48][CH:47]=[CH:46][N:45]=1>>[C:1]([O:5][C:6]([NH:8][C@@H:9]([CH2:34][C:35]1[CH:36]=[CH:37][CH:38]=[CH:39][CH:40]=1)[C:10]([NH:12][C@H:13]([C:14](=[O:15])[NH:41][CH2:42][CH2:43][C:44]1[CH:49]=[CH:48][CH:47]=[CH:46][N:45]=1)[CH2:17][C:18]1[CH:23]=[CH:22][C:21]([O:24][CH2:25][C:26]([OH:28])=[O:27])=[C:20]([CH:19]=1)[C:30]([OH:32])=[O:31])=[O:11])=[O:7])([CH3:4])([CH3:3])[CH3:2]. Reported procedure: Synthesis was performed from (2S)-2-({(2S)-2-[(tert-butoxycarbonyl)amino]-3-phenylpropanoyl}amino)-3-[3-(methoxycarbonyl)-4-(2-methoxy-2-oxoethoxy)phenyl]propanoic acid and 2-(2-aminoethyl)pyridine (35 mg) according to Method B to give the title compound (56 mg). 1H-NMR (400 MHz, CD3OD) d 8.52 (d, J=4.6 Hz, 1H), 7.97 (m, 1H), 7.69 (d, J=2.0 Hz, 1H), 7.46-7.17 (m, 8H), 7.03 (d, J=8.6 Hz, 1H), 4.78 (s, 2H), 4.46 (m, 1H), 4.23 (dd, J=5.2 Hz, J=9.4 Hz, 1H), 3.41 (m, 1H), 2.74 (dd, J=8.9 Hz, J=13.6 H... As a reaction SMILES: [ClH:27].[O:28]1[CH2:29][CH2:30][O:31][CH2:32][CH2:33]1.[OH:1][CH:2]1[CH2:3][O:4][CH:5]2[CH:6]1[N:7]([C:10]([O:11][CH2:12][CH:13]1[c:14]3[cH:15][cH:16][cH:17][cH:18][c:19]3-[c:20]3[c:21]1[cH:22][cH:23][cH:24][cH:25]3)=[O:26])[CH2:8][CH2:9]2>>[ClH:27].[OH:1][CH:2]1[CH2:3][O:4][CH:5]2[CH:6]1[NH:7][CH2:8][CH2:9]2. Reactants: Cl, C1COCCO1, O=C(OCC1c2ccccc2-c2ccccc21)N1CCC2OCC(O)C21. Product: Cl, OC1COC2CCNC12. The reactants are BrC=1C=C(C=CC1)C1(COCC(N1)=O)C=1C=NC(=CC1)OC(F)F ((RS)-5-(3-bromo-phenyl)-5-(6-difluoromethoxy-pyridin-3-yl)-morpholin-3-one), COC=1C=CC(=CC1)P2(=S)SP(=S)(S2)C=3C=CC(=CC3)OC (Lawesson's reagent). Solvent: O1CCCC1 (tetrahydrofuran). Reaction conditions: time 8 hour. Yields the product BrC=1C=C(C=CC1)C1(COCC(N1)=S)C=1C=NC(=CC1)OC(F)F ((RS)-5-(3-bromo-phenyl)-5-(6-difluoromethoxy-pyridin-3-yl)-morpholin-3-thione). As a reaction SMILES: [Br:1][C:2]1[CH:3]=[C:4]([C:8]2([C:15]3[CH:16]=[N:17][C:18]([O:21][CH:22]([F:24])[F:23])=[CH:19][CH:20]=3)[NH:13][C:12](=O)[CH2:11][O:10][CH2:9]2)[CH:5]=[CH:6][CH:7]=1.COC1C=CC(P2(SP(C3C=CC(OC)=CC=3)(=S)S2)=[S:34])=CC=1>O1CCCC1>[Br:1][C:2]1[CH:3]=[C:4]([C:8]2([C:15]3[CH:16]=[N:17][C:18]([O:21][CH:22]([F:24])[F:23])=[CH:19][CH:20]=3)[NH:13][C:12](=[S:34])[CH2:11][O:10][CH2:9]2)[CH:5]=[CH:6][CH:7]=1. Procedure details: A mixture of (RS)-5-(3-bromo-phenyl)-5-(6-difluoromethoxy-pyridin-3-yl)-morpholin-3-one (1.6 g, 1.0 eq) and Lawesson's reagent (2.0 g, 1.2 eq) in tetrahydrofuran (60 ml) was stirred at room temperature overnight. For the workup, the solvent was removed at reduce pressure. The crude product was purified by chromatography on silica gel using a gradient of hexane/ethyl acetate as the eluent. The (RS)-5-(3-bromo-phenyl)-5-(6-difluoromethoxy-pyridin-3-yl)-morpholin-3-thione was obtained as a yellow f...